This data is from the Open Reaction Database (ORD), a public repository of structured organic reaction records. The task is: describe an organic reaction: reactants, conditions, products, and yield Reactants: Cc1nccc(N)n1, O=C(Cl)CCl. Yields the product Cc1nccc(NC(=O)CCl)n1. As a reaction SMILES: [CH3:1][c:2]1[n:3][cH:4][cH:5][c:6]([NH2:8])[n:7]1.[Cl:9][CH2:10][C:11](=[O:12])[Cl:13]>>[CH3:1][c:2]1[n:3][cH:4][cH:5][c:6]([NH:8][C:11]([CH2:10][Cl:9])=[O:12])[n:7]1. Reactants: CCO, ClC(c1ccccc1)c1cccnn1, [H][H]. Yields the product c1ccc(Cc2cccnn2)cc1. As a reaction SMILES: [CH3:17][CH2:18][OH:19].[Cl:1][CH:2]([c:3]1[cH:4][cH:5][cH:6][cH:7][cH:8]1)[c:9]1[n:10][n:11][cH:12][cH:13][cH:14]1.[H:15][H:16]>>[CH2:2]([c:3]1[cH:4][cH:5][cH:6][cH:7][cH:8]1)[c:9]1[n:10][n:11][cH:12][cH:13][cH:14]1. The reactants are BrC1=CC(=C(C=C1)C(C(=O)NC)N1CCC2(CN(C(CO2)=O)C2CC2)CC1)F (2-(4-bromo-2-fluorophenyl)-2-(4-cyclopropyl-3-oxo-1-oxa-4,9-diazaspiro[5.5]undecan-9-yl)-N-methylacetamide), CC1(OB(OC1(C)C)C1=CC=C2C=CC=NC2=C1)C (7-(4,4,5,5-tetramethyl-1,3,2-dioxaborolan-2-yl)quinoline), C([O-])([O-])=O.[K+].[K+] (potassium carbonate). The reagents and catalysts are C1=CC=C(C=C1)P([C-]2C=CC=C2)C3=CC=CC=C3.C1=CC=C(C=C1)P([C-]2C=CC=C2)C3=CC=CC=C3.Cl[Pd]Cl.[Fe+2].C(Cl)Cl (PdCl2(dppf) CH2Cl2). Solvent: O1CCOCC1 (1,4-dioxane). Product: C1(CC1)N1C(COC2(C1)CCN(CC2)C(C(=O)NC)C2=C(C=C(C=C2)C2=CC=C1C=CC=NC1=C2)F)=O ((+)-2-(4-cyclopropyl-3-oxo-1-oxa-4,9-diazaspiro[5.5]undecan-9-yl)-2-(2-fluoro-4-(quinolin-7-yl)phenyl)-N-methylacetamide). The yield is 25.0%. As a reaction SMILES: Br[C:2]1[CH:7]=[CH:6][C:5]([CH:8]([N:13]2[CH2:27][CH2:26][C:16]3([O:21][CH2:20][C:19](=[O:22])[N:18]([CH:23]4[CH2:25][CH2:24]4)[CH2:17]3)[CH2:15][CH2:14]2)[C:9]([NH:11][CH3:12])=[O:10])=[C:4]([F:28])[CH:3]=1.CC1(C)C(C)(C)OB([C:37]2[CH:46]=[C:45]3[C:40]([CH:41]=[CH:42][CH:43]=[N:44]3)=[CH:39][CH:38]=2)O1.C(=O)([O-])[O-].[K+].[K+]>O1CCOCC1.C1C=CC(P(C2C=CC=CC=2)[C-]2C=CC=C2)=CC=1.C1C=CC(P(C2C=CC=CC=2)[C-]2C=CC=C2)=CC=1.Cl[Pd]Cl.[Fe+2].C(Cl)Cl>[CH:23]1([N:18]2[CH2:17][C:16]3([CH2:26][CH2:27][N:13]([CH:8]([C:5]4[CH:6]=[CH:7][C:2]([C:37]5[CH:46]=[C:45]6[C:40]([CH:41]=[CH:42][CH:43]=[N:44]6)=[CH:39][CH:38]=5)=[CH:3][C:4]=4[F:28])[C:9]([NH:11][CH3:12])=[O:10])[CH2:14][CH2:15]3)[O:21][CH2:20][C:19]2=[O:22])[CH2:25][CH2:24]1 |f:2.3.4,6.7.8.9.10|. Reported procedure: A solution of 2-(4-bromo-2-fluorophenyl)-2-(4-cyclopropyl-3-oxo-1-oxa-4,9-diazaspiro[5.5]undecan-9-yl)-N-methylacetamide (0.366 mmol) in 1,4-dioxane (2 mL) was treated with 7-(4,4,5,5-tetramethyl-1,3,2-dioxaborolan-2-yl)quinoline (0.403 mmol), PdCl2(dppf)-CH2Cl2 adduct (0.018 mmol), and 2M aq potassium carbonate (1.099 mmol). The reaction vessel was purged with nitrogen and sealed, and the mixture irradiated in a Biotage Initiator Microwave at 120° C. for 15 min. The resulting black mixture was ...